Dataset: the Open Reaction Database (ORD), a public repository of structured organic reaction records. Task: describe an organic reaction: reactants, conditions, products, and yield Reactants: CN1CCCC2=CC=C(C=C12)O (1-methyl-1,2,3,4-tetrahydro-7-hydroxyquinoline), Cl (hydrochloric acid), N(=O)[O-].[Na+] (sodium nitrite), CCOCC (ether), ice. Run in O (water), O (water). Run at temperature 4 celsius. The product is Cl.CN1CCCC2=CC(=C(C=C12)O)N=O (1,2,3,4-Tetrahydro-1-methyl-6-nitroso-7-hydroxyquinoline hydrochloride). Isolated yield 84.0%. As a reaction SMILES: [CH3:1][N:2]1[C:11]2[C:6](=[CH:7][CH:8]=[C:9]([OH:12])[CH:10]=2)[CH2:5][CH2:4][CH2:3]1.[ClH:13].[N:14]([O-])=[O:15].[Na+].CCOCC>O>[ClH:13].[CH3:1][N:2]1[C:11]2[C:6](=[CH:7][C:8]([N:14]=[O:15])=[C:9]([OH:12])[CH:10]=2)[CH2:5][CH2:4][CH2:3]1 |f:2.3,6.7|. Procedure: A mixture of 24.5 g (0.15 mol) of 1-methyl-1,2,3,4-tetrahydro-7-hydroxyquinoline, 75 ml of water and 75 ml of concentrated hydrochloric acid was stirred and cooled in an ice bath to 5°. To this mixture was added dropwise during 40 minutes a solution of 12.42 g(0.18 mol) of sodium nitrite in 50 ml of water while maintaining the temperature between 3 to 5° C. It was occasionally necessary to add a few ml of ether to control foaming. When the addition was complete, the reaction mixture was stirred ...